From a dataset of the Open Reaction Database (ORD), a public repository of structured organic reaction records. describe an organic reaction: reactants, conditions, products, and yield Starting materials: Cl.C(C=C)N(N)C1CCC1 (N′-Allyl-N′-cyclobutyl-hydrazine hydrochloride), COC(=O)C1C(CCCCC1)=O (2-Oxo-cycloheptanecarboxylic acid methyl ester), C(C)(=O)[O-].[Na+] (sodium acetate), C(#N)[BH3-].[Na+] (sodium cyanoborohydride). Solvent: CO (methanol). Conditions: temperature 25 celsius, time 18 hour. The product is crude product, COC(=O)C1C(CCCCC1)NN(C1CCC1)CC=C (2-(N′-allyl-N′-cyclobutyl-hydrazino)-cycloheptanecarboxylic acid methyl ester). As a reaction SMILES: Cl.[CH2:2]([N:5]([CH:7]1[CH2:10][CH2:9][CH2:8]1)[NH2:6])[CH:3]=[CH2:4].[CH3:11][O:12][C:13]([CH:15]1[CH2:21][CH2:20][CH2:19][CH2:18][CH2:17][C:16]1=O)=[O:14].C([O-])(=O)C.[Na+].C([BH3-])#N.[Na+]>CO>[CH3:11][O:12][C:13]([CH:15]1[CH2:21][CH2:20][CH2:19][CH2:18][CH2:17][CH:16]1[NH:6][N:5]([CH2:2][CH:3]=[CH2:4])[CH:7]1[CH2:10][CH2:9][CH2:8]1)=[O:14] |f:0.1,3.4,5.6|. Procedure details: N′-Allyl-N′-cyclobutyl-hydrazine hydrochloride (2.01 g, 12.37 mmol) was dissolved in methanol (40 mL). 2-Oxo-cycloheptanecarboxylic acid methyl ester (1.93 mL, 12.37 mmol), sodium acetate (2.04 g, 24.74 mmol), sodium cyanoborohydride (1.55 g, 24.74 mmol) and 4 Å molecular sieves (2.80 g) were added sequentially. The reaction was stirred at 25° C. for 18 h before it was quenched via the addition of saturated aqueous sodium bicarbonate solution (30 mL). The mixture was extracted with ethyl acetate... Starting materials: O (water), N1N=CN=C1 ([1,2,4]-triazole), C([O-])([O-])=O.[Cs+].[Cs+] (cesium carbonate), FC1=C(C#N)C=C(C=C1)[N+](=O)[O-] (2-Fluoro-5-nitro-benzonitrile). Run in CN(C)C=O (DMF). Run at temperature 50 celsius. The product is [N+](=O)([O-])C=1C=CC(=C(C#N)C1)N1N=CN=C1 (5-nitro-2-[1,2,4]triazol-1-yl-benzonitrile). As a reaction SMILES: F[C:2]1[CH:9]=[CH:8][C:7]([N+:10]([O-:12])=[O:11])=[CH:6][C:3]=1[C:4]#[N:5].[NH:13]1[CH:17]=[N:16][CH:15]=[N:14]1.C(=O)([O-])[O-].[Cs+].[Cs+].O>CN(C=O)C>[N+:10]([C:7]1[CH:8]=[CH:9][C:2]([N:13]2[CH:17]=[N:16][CH:15]=[N:14]2)=[C:3]([CH:6]=1)[C:4]#[N:5])([O-:12])=[O:11] |f:2.3.4|. Procedure details: 2-Fluoro-5-nitro-benzonitrile (1.0 g, 6.0 mmol) was dissolved in anhydrous DMF (6 mL), then treated with [1,2,4]-triazole (0.46 g, 6.7 mmol), cesium carbonate (2.9 g, 8.9 mmol), and heated (50° C.) overnight. After cooling to RT, the mixture was treated with water and the solid title compound collected by filtration (1.14 g). MS (ESI+) for m/z 216 (M+H)+. The reactants are FC(C(=O)O)(F)F.C(C)(C)N1N=CN=C1C1=CN2CCOC3=C(C2=N1)C=CC(=C3)C3CCNCC3 (2-(2-isopropyl-2H-[1,2,4]triazol-3-yl)-8-piperidin-4-yl-4,5-dihydro-6-oxa-1,3a-diaza-benzo[e]azulene trifluoroacetic acid salt), CN(S(=O)(=O)C=C)C (N,N-dimethylethenesulfonamide). Yields the product C(C)(C)N1N=CN=C1C=1N=C2N(CCOC3=C2C=CC(=C3)C3CCN(CC3)CCS(=O)(=O)N(C)C)C1 (2-(4-(2-(1-isopropyl-1H-1,2,4-triazol-5-yl)-5,6-dihydrobenzo[f]imidazo[1,2-d][1,4]oxazepin-9-yl)piperidin-1-yl)-N,N-dimethylethanesulfonamide). Reaction SMILES: FC(F)(F)C(O)=O.[CH:8]([N:11]1[C:15]([C:16]2[N:25]=[C:24]3[N:18]([CH2:19][CH2:20][O:21][C:22]4[CH:29]=[C:28]([CH:30]5[CH2:35][CH2:34][NH:33][CH2:32][CH2:31]5)[CH:27]=[CH:26][C:23]=43)[CH:17]=2)=[N:14][CH:13]=[N:12]1)([CH3:10])[CH3:9].[CH3:36][N:37]([CH3:43])[S:38]([CH:41]=[CH2:42])(=[O:40])=[O:39]>>[CH:8]([N:11]1[C:15]([C:16]2[N:25]=[C:24]3[C:23]4[CH:26]=[CH:27][C:28]([CH:30]5[CH2:35][CH2:34][N:33]([CH2:42][CH2:41][S:38]([N:37]([CH3:43])[CH3:36])(=[O:40])=[O:39])[CH2:32][CH2:31]5)=[CH:29][C:22]=4[O:21][CH2:20][CH2:19][N:18]3[CH:17]=2)=[N:14][CH:13]=[N:12]1)([CH3:10])[CH3:9] |f:0.1|. Procedure: 2-(2-isopropyl-2H-[1,2,4]triazol-3-yl)-8-piperidin-4-yl-4,5-dihydro-6-oxa-1,3a-diaza-benzo[e]azulene trifluoroacetic acid salt was reacted with N,N-dimethylethenesulfonamide to give 249 as a white solid. 1H NMR δ (ppm) (DMSO-d6): 8.28 (1H, d, J=8.29 Hz), 7.86 (1H, d, J=0.63 Hz), 7.85 (1H, s), 7.01 (1H, dd, J=8.37, 1.77 Hz), 6.85 (1H, d, J=1.72 Hz), 5.88-5.80 (1H, m), 4.48-4.42 (4H, m), 3.23-3.15 (2H, m), 2.95 (2H, d, J=11.09 Hz), 2.74 (6H, s), 2.68-2.60 (2H, m), 2.09-1.98 (2H, m), 1.73 (2H, d, J... The reactants are N(C1=CC=CC=C1)CCOC1=C(C(=NN1C)C)C(C1=C(C=C(C=C1)Cl)Cl)=O (5-(2-anilinoethoxy)-4-(2,4-dichlorobenzoyl)-1,3-dimethylpyrazole), S(=O)(=O)(OC)OC (dimethyl sulphate). Solvent: C1=CC=CC=C1 (benzene). Yields the product ClC1=C(C(=O)C=2C(=NN(C2OCCN(C2=CC=CC=C2)C)C)C)C=CC(=C1)Cl (4-(2,4-dichlorobenzoyl)-1,3-dimethyl-5-[2-(N-methylanilino)ethoxy]pyrazole). RXN SMILES: [NH:1]([CH2:8][CH2:9][O:10][C:11]1[N:15]([CH3:16])[N:14]=[C:13]([CH3:17])[C:12]=1[C:18](=[O:27])[C:19]1[CH:24]=[CH:23][C:22]([Cl:25])=[CH:21][C:20]=1[Cl:26])[C:2]1[CH:7]=[CH:6][CH:5]=[CH:4][CH:3]=1.S(OC)(O[CH3:32])(=O)=O>C1C=CC=CC=1>[Cl:26][C:20]1[CH:21]=[C:22]([Cl:25])[CH:23]=[CH:24][C:19]=1[C:18]([C:12]1[C:13]([CH3:17])=[N:14][N:15]([CH3:16])[C:11]=1[O:10][CH2:9][CH2:8][N:1]([CH3:32])[C:2]1[CH:7]=[CH:6][CH:5]=[CH:4][CH:3]=1)=[O:27]. Procedure: 2.7 g of 5-(2-anilinoethoxy)-4-(2,4-dichlorobenzoyl)-1,3-dimethylpyrazole prepared by the procedure of Example 1 or 3 was dissolved in 25 ml of benzene, then 0.7 ml of dimethyl sulphate was added and the mixture heated under reflux for 3 hours with stirring. After cooling of the mixture and washing with water, the organic layer was dried over anhydrous sodium sulphate and the solvent distilled off to give 2.4 g of the desired product, Compound 2, similar to that of Examples 2 and 3 (yield 86%). Starting materials: CC(C)(N)c1ccccn1, O=CCCCN1C(=O)c2ccccc2C1=O. The product is CC(C)(NCCCCN1C(=O)c2ccccc2C1=O)c1ccccn1. As a reaction SMILES: [CH3:1][C:2]([CH3:3])([c:4]1[n:5][cH:6][cH:7][cH:8][cH:9]1)[NH2:10].[O:11]=[C:12]1[N:13]([CH2:22][CH2:23][CH2:24][CH:25]=[O:26])[C:14](=[O:21])[c:15]2[cH:16][cH:17][cH:18][cH:19][c:20]21>>[CH3:1][C:2]([CH3:3])([c:4]1[n:5][cH:6][cH:7][cH:8][cH:9]1)[NH:10][CH2:25][CH2:24][CH2:23][CH2:22][N:13]1[C:12](=[O:11])[c:20]2[c:15]([cH:16][cH:17][cH:18][cH:19]2)[C:14]1=[O:21]. Conditions: time 2 hour. The reactants are N1CC(C1)N1N=CC(=C1)C=1C=CC=2N(N1)C(=CN2)CC=2C=C1C=CC=NC1=CC2F (6-[6-(1-Azetidin-3-yl-1H-pyrazol-4-yl)-imidazo[1,2-b]pyridazin-3-ylmethyl]-7-fluoro-quinoline), C=O (formaldehyde), [BH3-]C#N.[Na+] (NaBH3CN), CO (MeOH). RXN SMILES: CO.[NH:3]1[CH2:6][CH:5]([N:7]2[CH:11]=[C:10]([C:12]3[CH:13]=[CH:14][C:15]4[N:16]([C:18]([CH2:21][C:22]5[CH:23]=[C:24]6[C:29](=[CH:30][C:31]=5[F:32])[N:28]=[CH:27][CH:26]=[CH:25]6)=[CH:19][N:20]=4)[N:17]=3)[CH:9]=[N:8]2)[CH2:4]1.C=O.[BH3-][C:36]#N.[Na+]>C(Cl)Cl.C(O)(=O)C>[F:32][C:31]1[CH:30]=[C:29]2[C:24]([CH:25]=[CH:26][CH:27]=[N:28]2)=[CH:23][C:22]=1[CH2:21][C:18]1[N:16]2[N:17]=[C:12]([C:10]3[CH:9]=[N:8][N:7]([CH:5]4[CH2:4][N:3]([CH3:36])[CH2:6]4)[CH:11]=3)[CH:13]=[CH:14][C:15]2=[N:20][CH:19]=1 |f:3.4|. Product: FC1=C(C=C2C=CC=NC2=C1)CC1=CN=C2N1N=C(C=C2)C=2C=NN(C2)C2CN(C2)C (7-Fluoro-6-{6-[1-(1-methyl-azetidin-3-yl)-1H-pyrazol-4-yl]-imidazo[1,2-b]pyridazin-3-yl methyl}-quinoline). Solvent: C(Cl)Cl (DCM), C(C)(=O)O (acetic acid). Procedure details: A flask was charged with MeOH (1 mL). 6-[6-(1-Azetidin-3-yl-1H-pyrazol-4-yl)-imidazo[1,2-b]pyridazin-3-ylmethyl]-7-fluoro-quinoline (Stage 146.1, 26 mg, 0.065 mmol), formaldehyde (9.7 μL, 0.130 mmol) and NaBH3CN (20 mg, 0.325 mmol) were then added. The pH was adjusted to 5-6 with a drop of acetic acid and the RM was stirred at rt for 2 h. The mixture was then diluted with DCM, washed with NaHCO3 and brine. The organic layer was dried over Na2SO4, filtered and concentrated. The residue was purifi... Starting materials: Cc1cc(=O)c2c(=O)n(CCCCC(C)N(C)C)c(=O)n(C)c2n1Cc1ccccc1, CC(=O)O, [H][H]. Product: Cc1cc(=O)c2c(=O)n(CCCCC(C)N(C)C)c(=O)n(C)c2[nH]1. RXN SMILES: [CH2:1]([c:2]1[cH:3][cH:4][cH:5][cH:6][cH:7]1)[n:8]1[c:9]([CH3:31])[cH:10][c:11](=[O:30])[c:12]2[c:13]1[n:14]([CH3:29])[c:15](=[O:28])[n:16]([CH2:19][CH2:20][CH2:21][CH2:22][CH:23]([CH3:24])[N:25]([CH3:26])[CH3:27])[c:17]2=[O:18].[CH3:34][C:35](=[O:36])[OH:37].[H:32][H:33]>>[nH:8]1[c:9]([CH3:31])[cH:10][c:11](=[O:30])[c:12]2[c:13]1[n:14]([CH3:29])[c:15](=[O:28])[n:16]([CH2:19][CH2:20][CH2:21][CH2:22][CH:23]([CH3:24])[N:25]([CH3:26])[CH3:27])[c:17]2=[O:18]. The reactants are ClCCCBr, CN(C)C=O, [H-], [Na+], O, Oc1cccc2cc[nH]c12. Product: ClCCCOc1cccc2cc[nH]c12. RXN SMILES: [Br:13][CH2:14][CH2:15][CH2:16][Cl:17].[CH3:19][N:20]([CH3:21])[CH:22]=[O:23].[H-:1].[Na+:2].[OH2:18].[OH:3][c:4]1[cH:5][cH:6][cH:7][c:8]2[cH:9][cH:10][nH:11][c:12]12>>[O:3]([c:4]1[cH:5][cH:6][cH:7][c:8]2[cH:9][cH:10][nH:11][c:12]12)[CH2:14][CH2:15][CH2:16][Cl:17].